Dataset: the Open Reaction Database (ORD), a public repository of structured organic reaction records. Task: describe an organic reaction: reactants, conditions, products, and yield Reactants: CCOC(=O)CNC, Cc1cc2cc(C(O)(C(F)(F)F)C(F)(F)F)ccc2n1Cc1cccc(C(=O)O)c1, Cl. The product is CCOC(=O)CN(C)C(=O)c1cccc(Cn2c(C)cc3cc(C(O)(C(F)(F)F)C(F)(F)F)ccc32)c1. Reaction SMILES: [CH2:32]([CH3:33])[O:34][C:35]([CH2:36][NH:37][CH3:38])=[O:39].[CH3:1][c:2]1[n:3]([CH2:21][c:22]2[cH:23][c:24]([C:25](=[O:26])[OH:27])[cH:28][cH:29][cH:30]2)[c:4]2[cH:5][cH:6][c:7]([C:11]([C:12]([F:13])([F:14])[F:15])([C:16]([F:17])([F:18])[F:19])[OH:20])[cH:8][c:9]2[cH:10]1.[ClH:31]>>[CH3:1][c:2]1[n:3]([CH2:21][c:22]2[cH:23][c:24]([C:25](=[O:26])[N:37]([CH2:36][C:35]([O:34][CH2:32][CH3:33])=[O:39])[CH3:38])[cH:28][cH:29][cH:30]2)[c:4]2[cH:5][cH:6][c:7]([C:11]([C:12]([F:13])([F:14])[F:15])([C:16]([F:17])([F:18])[F:19])[OH:20])[cH:8][c:9]2[cH:10]1.